Dataset: the Open Reaction Database (ORD), a public repository of structured organic reaction records. Task: describe an organic reaction: reactants, conditions, products, and yield Product: C(C)(C)(C)C(=O)CN1C([C@@H](CN(C2=C1C=C(C=C2)C)C2CCCCC2)NC(=O)NC2=CC=C(C=C2)C(=O)OC(C)(C)C)=O ((R)-(−)-1-(1-tert-butylcarbonylmethyl-2-oxo-5-cyclohexyl-8-methyl-1,3,4,5-tetrahydro-2H-1,5-benzodiazepin-3-yl)-3-(4-tert-butoxycarbonylphenyl)urea). Reaction conditions: temperature 5 celsius, time 30 minute. Solvent: CN(C=O)C (N,N-dimethylformamide). The yield is 33.4%. Reactants: ice water, O=C1[C@@H](CN(C2=C(N1)C=C(C=C2)C)C2CCCCC2)NC(=O)NC2=CC=C(C=C2)C(=O)OC(C)(C)C ((R)-1-(2-oxo-5-cyclohexyl-8-methyl-1,3,4,5-tetrahydro-2H-1,5-benzodiazepin-3-yl)-3-(4-tert-butoxycarbonylphenyl)urea), BrCC(=O)C(C)(C)C (Bromomethyl tert-butylketone), [H-].[Na+] (sodium hydride). RXN SMILES: [O:1]=[C:2]1[NH:8][C:7]2[CH:9]=[C:10]([CH3:13])[CH:11]=[CH:12][C:6]=2[N:5]([CH:14]2[CH2:19][CH2:18][CH2:17][CH2:16][CH2:15]2)[CH2:4][C@H:3]1[NH:20][C:21]([NH:23][C:24]1[CH:29]=[CH:28][C:27]([C:30]([O:32][C:33]([CH3:36])([CH3:35])[CH3:34])=[O:31])=[CH:26][CH:25]=1)=[O:22].[H-].[Na+].Br[CH2:40][C:41]([C:43]([CH3:46])([CH3:45])[CH3:44])=[O:42]>CN(C)C=O>[C:43]([C:41]([CH2:40][N:8]1[C:7]2[CH:9]=[C:10]([CH3:13])[CH:11]=[CH:12][C:6]=2[N:5]([CH:14]2[CH2:19][CH2:18][CH2:17][CH2:16][CH2:15]2)[CH2:4][C@@H:3]([NH:20][C:21]([NH:23][C:24]2[CH:25]=[CH:26][C:27]([C:30]([O:32][C:33]([CH3:36])([CH3:35])[CH3:34])=[O:31])=[CH:28][CH:29]=2)=[O:22])[C:2]1=[O:1])=[O:42])([CH3:46])([CH3:45])[CH3:44] |f:1.2|. Reported procedure: (R)-1-(2-oxo-5-cyclohexyl-8-methyl-1,3,4,5-tetrahydro-2H-1,5-benzodiazepin-3-yl)-3-(4-tert-butoxycarbonylphenyl)urea (500 mg) was dissolved in N,N-dimethylformamide (5 ml), the solution was cooled to internal temperature 5° C. Under argon atmosphere, 60% sodium hydride (49 mg) was added, the mixture was stirred at internal temperature 5° C. for 30 minutes. Bromomethyl tert-butylketone (218 mg) was added thereto, stirred at internal temperature 5° C. for one hour. The reaction mixture was poured ... Reactants: C1(=CC=CC=C1)C1CCC(N1)C(=O)OC(C)C (isopropyl (2RS,5SR)-5-phenylprolinate), CC=1C=C(C=CC1)NC(NCC(=O)O)=O (2-[3-(3-methylphenyl)ureido]acetic acid). Solvent: ClCCCl (1,2-dichloroethane), S(=O)(Cl)Cl (sulphinyl chloride). Yields the product CC=1C=C(C=CC1)NC(NCC(=O)N1C(C(=O)OC(C)C)CCC1C1=CC=CC=C1)=O (isopropyl (2RS,5SR)-1-{2-[3-(3-methylphenyl)ureido]acetyl}-5-phenylprolinate). Isolated yield 22.0%. RXN SMILES: [C:1]1([CH:7]2[NH:11][CH:10]([C:12]([O:14][CH:15]([CH3:17])[CH3:16])=[O:13])[CH2:9][CH2:8]2)[CH:6]=[CH:5][CH:4]=[CH:3][CH:2]=1.[CH3:18][C:19]1[CH:20]=[C:21]([NH:25][C:26](=[O:32])[NH:27][CH2:28][C:29](O)=[O:30])[CH:22]=[CH:23][CH:24]=1>ClCCCl.S(Cl)(Cl)=O>[CH3:18][C:19]1[CH:20]=[C:21]([NH:25][C:26](=[O:32])[NH:27][CH2:28][C:29]([N:11]2[CH:7]([C:1]3[CH:2]=[CH:3][CH:4]=[CH:5][CH:6]=3)[CH2:8][CH2:9][CH:10]2[C:12]([O:14][CH:15]([CH3:17])[CH3:16])=[O:13])=[O:30])[CH:22]=[CH:23][CH:24]=1. Reported procedure: By proceeding in a fashion similar to that described in Example 1, but starting from 3 g of isopropyl (2RS,5SR)-5-phenylprolinate, 2.7 g of 2-[3-(3-methylphenyl)ureido]acetic acid in a suspension in 75 cm3 of anhydrous 1,2-dichloroethane and 1 cm3 of sulphinyl chloride, 1.2 g of isopropyl (2RS,5SR)-1-{2-[3-(3-methylphenyl)ureido]acetyl}-5-phenylprolinate are obtained after purification [proton NMR (200 MHz, CDCl3, δ in ppm), 2 rotamers at room temperature, preponderant rotamer description: 1.1 (... The reactants are F[B-](F)(F)F, Cc1cc(C(C)(C)C)nc(C(C)(C)C)c1, C[O+](C)C, CCc1ccc2c(-c3cccc(Cl)c3)c(CCCCCO)c(-c3ccccc3)nn12, ClCCCl. Product: CCc1ccc2c(-c3cccc(Cl)c3)c(CCCCCOC)c(-c3ccccc3)nn12. As a reaction SMILES: [B-:31]([F:32])([F:33])([F:34])[F:35].[C:40]([c:41]1[cH:42][c:43]([CH3:44])[cH:45][c:46]([C:47]([CH3:48])([CH3:49])[CH3:50])[n:51]1)([CH3:52])([CH3:53])[CH3:54].[CH3:36][O+:37]([CH3:38])[CH3:39].[Cl:1][c:2]1[cH:3][c:4](-[c:8]2[c:9]3[n:10]([n:11][c:12](-[c:20]4[cH:21][cH:22][cH:23][cH:24][cH:25]4)[c:13]2[CH2:14][CH2:15][CH2:16][CH2:17][CH2:18][OH:19])[c:26]([CH2:29][CH3:30])[cH:27][cH:28]3)[cH:5][cH:6][cH:7]1.[Cl:55][CH2:56][CH2:57][Cl:58]>>[Cl:1][c:2]1[cH:3][c:4](-[c:8]2[c:9]3[n:10]([n:11][c:12](-[c:20]4[cH:21][cH:22][cH:23][cH:24][cH:25]4)[c:13]2[CH2:14][CH2:15][CH2:16][CH2:17][CH2:18][O:19][CH3:36])[c:26]([CH2:29][CH3:30])[cH:27][cH:28]3)[cH:5][cH:6][cH:7]1. Reactants: C1(CC1)N1C=C(C(C2=C(C(=C(C(=C12)F)F)F)C=C)=O)C(=O)O (1-cyclopropyl-6,7,8-trifluoro-1,4-dihydro-4-oxo-5-vinyl-3-quinolinecarboxylic acid), 4-ethyl-1,4-piperazine, C1CN2CCN1CC2 (DABCO), O (water). The solvent is C(C)#N (acetonitrile), CN(C=O)C (dimethylformamide). The product is C1(CC1)N1C=C(C(C2=C(C(=C(C(=C12)F)N1CCN(CC1)CC)F)C=C)=O)C(=O)O (1-cyclopropyl-7-(4-ethyl-1-piperazinyl)-6,8-difluoro-1,4-dihydro-4-oxo-5-vinyl-3-quinolinecarboxylic acid). Isolated yield 65.1%. Reaction SMILES: [CH:1]1([N:4]2[C:13]3[C:8](=[C:9]([CH:17]=[CH2:18])[C:10]([F:16])=[C:11](F)[C:12]=3[F:14])[C:7](=[O:19])[C:6]([C:20]([OH:22])=[O:21])=[CH:5]2)[CH2:3][CH2:2]1.[CH2:23]1[N:28]2[CH2:29][CH2:30][N:25]([CH2:26][CH2:27]2)[CH2:24]1.O>C(#N)C.CN(C)C=O>[CH:1]1([N:4]2[C:13]3[C:8](=[C:9]([CH:17]=[CH2:18])[C:10]([F:16])=[C:11]([N:28]4[CH2:27][CH2:26][N:25]([CH2:30][CH3:29])[CH2:24][CH2:23]4)[C:12]=3[F:14])[C:7](=[O:19])[C:6]([C:20]([OH:22])=[O:21])=[CH:5]2)[CH2:2][CH2:3]1. Procedure details: 0.93 g of 1-cyclopropyl-6,7,8-trifluoro-1,4-dihydro-4-oxo-5-vinyl-3-quinolinecarboxylic acid, 0.51 g of 4-ethyl-1,4-piperazine and 0.34 g of DABCO are refluxed for 2.5 hours in a mixture of 6 ml of acetonitrile and 3 ml of dimethylformamide. At room temperature, the reaction mixture is treated with 15 ml of water, and the product is filtered off with suction, washed with water and dried. 0.79 g of 1-cyclopropyl-7-(4-ethyl-1-piperazinyl)-6,8-difluoro-1,4-dihydro-4-oxo-5-vinyl-3-quinolinecarboxyli... Starting materials: OO (hydrogen peroxide), C1(=CC=CC=C1)C=1C=CC=C2C=CCC12 (7-phenyl-1H-indene). Solvent: C(=O)O (formic acid). Conditions: time 16 hour. Product: C1(=CC=CC=C1)C1=C2CC(CC2=CC=C1)=O (4-phenyl-2-indanone). As a reaction SMILES: [OH:1]O.[C:3]1([C:9]2[CH:10]=[CH:11][CH:12]=[C:13]3[C:17]=2[CH2:16][CH:15]=[CH:14]3)[CH:8]=[CH:7][CH:6]=[CH:5][CH:4]=1>C(O)=O>[C:3]1([C:9]2[CH:10]=[CH:11][CH:12]=[C:13]3[C:17]=2[CH2:16][C:15](=[O:1])[CH2:14]3)[CH:8]=[CH:7][CH:6]=[CH:5][CH:4]=1. Procedure: A stirred solution of 53.2 ml of formic acid and 10.5 ml of 30% hydrogen peroxide was heated to 35° C., and 14.5 g (0.075 mole) of 7-phenyl-1H-indene was added dropwise causing the reaction mixture temperature to rise to 41° C. Upon complete addition the reaction mixture was allowed to cool to ambient temperature and was stirred for 16 hours. The reaction mixture was concentrated under reduced pressure to give a residual semi-solid which was subjected to steam distillation in the presence of aqu... Reaction SMILES: [CH2:1]([O:8][CH2:9][C@H:10]([C:12]1[C:20]2[C:15](=[N:16][CH:17]=[C:18]([C:21]([CH3:27])([CH3:26])[C:22]([O:24][CH3:25])=[O:23])[CH:19]=2)[NH:14][C:13]=1I)[CH3:11])[C:2]1[CH:7]=[CH:6][CH:5]=[CH:4][CH:3]=1.C[C:30]1[CH:35]=[CH:34][C:33]([CH3:36])=[CH:32][C:31]=1B(O)O.[CH2:40](Cl)Cl.C([O-])([O-])=O.[Na+].[Na+]>C1(C)C=CC=CC=1.CO.C(OCC)(=O)C.C1C=CC(P(C2C=CC=CC=2)[C-]2C=CC=C2)=CC=1.C1C=CC(P(C2C=CC=CC=2)[C-]2C=CC=C2)=CC=1.Cl[Pd]Cl.[Fe+2]>[CH2:1]([O:8][CH2:9][C@H:10]([C:12]1[C:20]2[C:15](=[N:16][CH:17]=[C:18]([C:21]([CH3:27])([CH3:26])[C:22]([O:24][CH3:25])=[O:23])[CH:19]=2)[NH:14][C:13]=1[C:35]1[CH:30]=[C:31]([CH3:40])[CH:32]=[C:33]([CH3:36])[CH:34]=1)[CH3:11])[C:2]1[CH:7]=[CH:6][CH:5]=[CH:4][CH:3]=1 |f:3.4.5,6.7,9.10.11.12|. Yields the product C(C1=CC=CC=C1)OC[C@@H](C)C1=C(NC2=NC=C(C=C21)C(C(=O)OC)(C)C)C2=CC(=CC(=C2)C)C (Methyl (S)-2-[3-(2-benzyloxy-1-methylethyl)-2-(3,5-dimethylphenyl)-1H-pyrrolo[2,3-b]pyridin-5-yl]-2-methylpropanoate). The reagents and catalysts are C1=CC=C(C=C1)P([C-]2C=CC=C2)C3=CC=CC=C3.C1=CC=C(C=C1)P([C-]2C=CC=C2)C3=CC=CC=C3.Cl[Pd]Cl.[Fe+2] (Pd(dppf)Cl2). Procedure details: A vigorously stirred suspension of methyl (S)-2-[3-(2-benzyloxy-1-methylethyl)-2-iodo-1H-pyrrolo[2,3-b]pyridin-5-yl]-2-methylpropanoate (4.00 g, 8.12 mmol), 2,5-dimethylphenylboronic acid (1.83 g, 12.2 mmol) and Pd(dppf)Cl2.CH2Cl2 (0.33 g, 0.406 mmol) in toluene/MeOH (5:2; 140 mL) was degassed via three vacuum/nitrogen ingress cycles and the resulting mixture was heated to approximately 80° C. 1 M Na2CO3 (20.3 mL, 20.3 mmol) was added dropwise via syringe and the resulting mixture maintained at ... Run at temperature 80 celsius. Solvent: C1(=CC=CC=C1)C.CO (toluene MeOH), C(C)(=O)OCC (ethyl acetate). Yield: 1999.3%. The reactants are C(C1=CC=CC=C1)OC[C@@H](C)C1=C(NC2=NC=C(C=C21)C(C(=O)OC)(C)C)I (methyl (S)-2-[3-(2-benzyloxy-1-methylethyl)-2-iodo-1H-pyrrolo[2,3-b]pyridin-5-yl]-2-methylpropanoate), CC1=C(C=C(C=C1)C)B(O)O (2,5-dimethylphenylboronic acid), C(=O)([O-])[O-].[Na+].[Na+] (Na2CO3), C(Cl)Cl (CH2Cl2). Starting materials: CCO, O=[N+]([O-])c1ccc(Cl)nc1, NN, O. Product: NNc1ccc([N+](=O)[O-])cn1. Reaction SMILES: [CH3:14][CH2:15][OH:16].[Cl:1][c:2]1[n:3][cH:4][c:5]([N+:8](=[O:9])[O-:10])[cH:6][cH:7]1.[NH2:12][NH2:13].[OH2:11]>>[c:2]1([NH:12][NH2:13])[n:3][cH:4][c:5]([N+:8](=[O:9])[O-:10])[cH:6][cH:7]1. Reactants: O=CO, O=N[O-], Cc1nsc(N)c1C#N, [Na+], O. Product: Cc1nsc(NN=O)c1C#N. Reaction SMILES: [CH:15]([OH:16])=[O:17].[N:10](=[O:11])[O-:12].[NH2:1][c:2]1[c:3]([C:8]#[N:9])[c:4]([CH3:7])[n:5][s:6]1.[Na+:13].[OH2:14]>>[NH:1]([c:2]1[c:3]([C:8]#[N:9])[c:4]([CH3:7])[n:5][s:6]1)[N:10]=[O:11]. Reactants: C(C)(C)(C)OC(NCC(C1=CSC=C1)N1C(C2=CC=CC=C2C1=O)=O)=O ([2-(1,3-dioxo-1,3-dihydro-isoindol-2-yl)-2-thiophen-3-yl-ethyl]-carbamic acid tert-butyl ester), O.NN (hydrazine hydrate). Solvent: C1CCOC1 (THF), CO (methanol). Conditions: temperature 60 celsius. Yields the product C(C)(C)(C)OC(NCC(C1=CSC=C1)N)=O ((2-amino-2-thiophen-3-yl-ethyl)-carbamic acid tert-butyl ester). As a reaction SMILES: [C:1]([O:5][C:6](=[O:26])[NH:7][CH2:8][CH:9]([N:15]1C(=O)C2C(=CC=CC=2)C1=O)[C:10]1[CH:14]=[CH:13][S:12][CH:11]=1)([CH3:4])([CH3:3])[CH3:2].O.NN>C1COCC1.CO>[C:1]([O:5][C:6](=[O:26])[NH:7][CH2:8][CH:9]([NH2:15])[C:10]1[CH:14]=[CH:13][S:12][CH:11]=1)([CH3:4])([CH3:2])[CH3:3] |f:1.2|. Reported procedure: To a stirred solution of [2-(1,3-dioxo-1,3-dihydro-isoindol-2-yl)-2-thiophen-3-yl-ethyl]-carbamic acid tert-butyl ester (23 g, crude) in THF (100 mL) and methanol (100 mL) was added hydrazine hydrate (63 g, 1.26 mol). The mixture was heated to 60° C. for 2 hours and then cooled to 20° C. The reaction mixture was filtered and the filtration was concentrated to dryness. The residue was purified by column chromatography (methanol:dichloromethane, 1:50) to afford (2-amino-2-thiophen-3-yl-ethyl)-carb...